Dataset: the Open Reaction Database (ORD), a public repository of structured organic reaction records. Task: describe an organic reaction: reactants, conditions, products, and yield The reactants are O=S(=O)(Cl)C1CC1, CNC(=O)c1c(-c2ccc(F)cc2)oc2cc(N)c(-c3cccc(C(=O)NC(C)(C)c4ccccc4)c3)cc12, c1ccncc1. Reaction SMILES: [CH:1]1([S:4](=[O:5])(=[O:6])[Cl:7])[CH2:2][CH2:3]1.[NH2:8][c:9]1[cH:10][c:11]2[c:12]([c:13]([C:23](=[O:24])[NH:25][CH3:26])[c:14](-[c:16]3[cH:17][cH:18][c:19]([F:22])[cH:20][cH:21]3)[o:15]2)[cH:27][c:28]1-[c:29]1[cH:30][c:31]([C:35]([NH:36][C:37]([CH3:38])([CH3:39])[c:40]2[cH:41][cH:42][cH:43][cH:44][cH:45]2)=[O:46])[cH:32][cH:33][cH:34]1.[cH:47]1[cH:48][cH:49][n:50][cH:51][cH:52]1>>[CH:1]1([S:4](=[O:5])(=[O:6])[NH:8][c:9]2[cH:10][c:11]3[c:12]([c:13]([C:23](=[O:24])[NH:25][CH3:26])[c:14](-[c:16]4[cH:17][cH:18][c:19]([F:22])[cH:20][cH:21]4)[o:15]3)[cH:27][c:28]2-[c:29]2[cH:30][c:31]([C:35]([NH:36][C:37]([CH3:38])([CH3:39])[c:40]3[cH:41][cH:42][cH:43][cH:44][cH:45]3)=[O:46])[cH:32][cH:33][cH:34]2)[CH2:2][CH2:3]1. The product is CNC(=O)c1c(-c2ccc(F)cc2)oc2cc(NS(=O)(=O)C3CC3)c(-c3cccc(C(=O)NC(C)(C)c4ccccc4)c3)cc12. Reactants: C(C)(CC)NC1=C(C=C(C=C1)C(F)(F)F)[N+](=O)[O-] (N-(sec-butyl)-2-nitro-4-trifluoromethylaniline). Reagents/catalysts: [Pd] (palladium charcoal). Run in C(C)O (ethanol). Conditions: time 5.5 hour. The product is C(C)(CC)NC=1C(=CC(=CC1)C(F)(F)F)N (N1-sec-butyl-4-trifluoromethylbenzene-1,2-diamine). Yield: 74.0%. Reaction SMILES: [CH:1]([NH:5][C:6]1[CH:11]=[CH:10][C:9]([C:12]([F:15])([F:14])[F:13])=[CH:8][C:7]=1[N+:16]([O-])=O)([CH2:3][CH3:4])[CH3:2]>[Pd].C(O)C>[CH:1]([NH:5][C:6]1[C:7]([NH2:16])=[CH:8][C:9]([C:12]([F:14])([F:15])[F:13])=[CH:10][CH:11]=1)([CH2:3][CH3:4])[CH3:2]. Procedure: A mixture of 1.16 g of N-(sec-butyl)-2-nitro-4-trifluoromethylaniline, 9 ml of ethanol and 0.12 g of 5% palladium charcoal was stirred for 5.5 hours at room temperature under a hydrogen atmosphere of about 1 atm. The reaction mixture was filtrated through Celite (registered trademark), and the filtrate was concentrated under reduced pressure. The residue was subjected to silica gel column chromatography to obtain 0.76 g of N1-sec-butyl-4-trifluoromethylbenzene-1,2-diamine. The reactants are CN1CCNCC1, CC#N, COc1cc([N+](=O)[O-])ccc1OCCCl, [K+], [K+], O=C([O-])[O-]. Product: COc1cc([N+](=O)[O-])ccc1OCCN1CCN(C)CC1. Reaction SMILES: [CH3:16][N:17]1[CH2:18][CH2:19][NH:20][CH2:21][CH2:22]1.[CH3:29][C:30]#[N:31].[Cl:1][CH2:2][CH2:3][O:4][c:5]1[c:6]([O:14][CH3:15])[cH:7][c:8]([N+:11](=[O:12])[O-:13])[cH:9][cH:10]1.[K+:23].[K+:24].[O-:25][C:26]([O-:27])=[O:28]>>[CH2:2]([CH2:3][O:4][c:5]1[c:6]([O:14][CH3:15])[cH:7][c:8]([N+:11](=[O:12])[O-:13])[cH:9][cH:10]1)[N:20]1[CH2:19][CH2:18][N:17]([CH3:16])[CH2:22][CH2:21]1. The reactants are BrC=1NC(C=2NC=NC2N1)=O (2-bromohypoxanthine), N1(CCCCC1)CCN (2-piperidinoethylamine), O (water). Run in COCCO (2-methoxyethanol). Conditions: time 1 hour. Yields the product N1(CCCCC1)CCNC=1NC(C=2N=CNC2N1)=O (2-(2-Piperidin-1-yl-ethylamino)-1,9-dihydro-purin-6-one). Isolated yield 76.2%. RXN SMILES: Br[C:2]1[NH:3][C:4](=[O:11])[C:5]2[NH:6][CH:7]=[N:8][C:9]=2[N:10]=1.[N:12]1([CH2:18][CH2:19][NH2:20])[CH2:17][CH2:16][CH2:15][CH2:14][CH2:13]1.O>COCCO>[N:12]1([CH2:18][CH2:19][NH:20][C:2]2[NH:3][C:4](=[O:11])[C:5]3[N:6]=[CH:7][NH:8][C:9]=3[N:10]=2)[CH2:17][CH2:16][CH2:15][CH2:14][CH2:13]1. Procedure: A mixture of 2-bromohypoxanthine (6 g, 28 mmol) and 2-piperidinoethylamine (7 ml, 56 mmol) in 2-methoxyethanol (30 ml) was heated to reflux overnight. The mixture was cooled to ambient temperature, giving rise to a yellow precipitate. Additional precipitate was generated on addition of water (50 ml). After stirring for 1 hour, the suspension was filtered and the solid obtained was washed with water and dried under vacuum to give the title compound (5.6 g). LC/MS SYSTEM C Rt=0.82 mins, m/z=263 MH... Reactants: [BH4-], CCOC(=O)CCN1CCN(c2ccccc2OC)CC1, CCO, [Na+]. Product: COc1ccccc1N1CCN(CCCO)CC1. As a reaction SMILES: [BH4-:22].[CH3:1][O:2][c:3]1[c:4]([N:9]2[CH2:10][CH2:11][N:12]([CH2:15][CH2:16][C:17](=[O:18])[O:19][CH2:20][CH3:21])[CH2:13][CH2:14]2)[cH:5][cH:6][cH:7][cH:8]1.[CH3:24][CH2:25][OH:26].[Na+:23]>>[CH3:1][O:2][c:3]1[c:4]([N:9]2[CH2:10][CH2:11][N:12]([CH2:15][CH2:16][CH2:17][OH:18])[CH2:13][CH2:14]2)[cH:5][cH:6][cH:7][cH:8]1. Reactants: CC(=O)Oc1ccc(C(=O)O)cc1, CC(=O)OC(C)=O, CC(=O)O, O, Cc1ccc(CC(=O)[O-])cc1. Yields the product CC(=O)Oc1ccc(C=O)cc1. RXN SMILES: [C:24]([CH3:25])(=[O:26])[O:27][c:28]1[cH:29][cH:30][c:31]([C:32](=[O:33])[OH:34])[cH:35][cH:36]1.[CH3:12][C:13]([O:14][C:15](=[O:16])[CH3:17])=[O:18].[CH3:19][C:20](=[O:21])[OH:22].[O:23].[c:1]1([CH2:2][C:3]([O-:4])=[O:5])[cH:6][cH:7][c:8]([CH3:9])[cH:10][cH:11]1>>[C:24]([CH3:25])(=[O:26])[O:27][c:28]1[cH:29][cH:30][c:31]([CH:32]=[O:33])[cH:35][cH:36]1.